This data is from the Open Reaction Database (ORD), a public repository of structured organic reaction records. The task is: describe an organic reaction: reactants, conditions, products, and yield The reagents and catalysts are C=1C=CC(=CC1)[P](C=2C=CC=CC2)(C=3C=CC=CC3)[Pd]([P](C=4C=CC=CC4)(C=5C=CC=CC5)C=6C=CC=CC6)([P](C=7C=CC=CC7)(C=8C=CC=CC8)C=9C=CC=CC9)[P](C=1C=CC=CC1)(C=1C=CC=CC1)C=1C=CC=CC1 (tetrakis(triphenylphosphine)palladium). Product: C1(=CC=C(C=C1)S(=O)(=O)O)C.CN(C)CC1CN(C2=CC=CC=C2C1)C(CCC1=CC=C(C=C1)C)=O (3-(N,N-Dimethylamino)methyl-1-[3-(4-methylphenyl]propanoyl]-1,2,3,4-tetrahydroquinoline p-toluenesulfonate). Run in C1(=CC=CC=C1)C (toluene), C(C)O (ethanol). The reactants are CC1=CC=C(C=C1)B(O)O (4-Methylbenzene boronic acid), C([O-])([O-])=O.[Na+].[Na+] (sodium carbonate), C1(=CC=C(C=C1)S(=O)(=O)O)C.BrC1=CC=C(C=C1)CCC(=O)N1CC(CC2=CC=CC=C12)CN(C)C (1-[3-(4-bromophenyl)propanoyl]-3-(N,N-dimethylamino)methyl-1,2,3,4-tetrahydroquinoline p-toluenesulfonate), O (Water). Procedure: 2M Aqueous sodium carbonate solution (1.25 ml) was added to a suspension of 1-[3-(4-bromophenyl)propanoyl]-3-(N,N-dimethylamino)methyl-1,2,3,4-tetrahydroquinoline p-toluenesulfonate (400 mg) in toluene (10 ml) and ethanol (1.25 ml), which was stirred at room temperature for 10 minutes. 4-Methylbenzene boronic acid (123 mg) and tetrakis(triphenylphosphine)palladium (24 mg) were added to the reaction mixture, which was heated under reflux under an argon atmosphere for 14 hours. Water was added to ... As a reaction SMILES: [C:1](=O)([O-])[O-].[Na+].[Na+].[C:7]1([CH3:17])[CH:12]=[CH:11][C:10]([S:13]([OH:16])(=[O:15])=[O:14])=[CH:9][CH:8]=1.Br[C:19]1[CH:24]=[CH:23][C:22]([CH2:25][CH2:26][C:27]([N:29]2[C:38]3[C:33](=[CH:34][CH:35]=[CH:36][CH:37]=3)[CH2:32][CH:31]([CH2:39][N:40]([CH3:42])[CH3:41])[CH2:30]2)=[O:28])=[CH:21][CH:20]=1.CC1C=CC(B(O)O)=CC=1.O>C1(C)C=CC=CC=1.C(O)C.C1C=CC([P]([Pd]([P](C2C=CC=CC=2)(C2C=CC=CC=2)C2C=CC=CC=2)([P](C2C=CC=CC=2)(C2C=CC=CC=2)C2C=CC=CC=2)[P](C2C=CC=CC=2)(C2C=CC=CC=2)C2C=CC=CC=2)(C2C=CC=CC=2)C2C=CC=CC=2)=CC=1>[C:7]1([CH3:17])[CH:8]=[CH:9][C:10]([S:13]([OH:16])(=[O:14])=[O:15])=[CH:11][CH:12]=1.[CH3:41][N:40]([CH2:39][CH:31]1[CH2:32][C:33]2[C:38](=[CH:37][CH:36]=[CH:35][CH:34]=2)[N:29]([C:27](=[O:28])[CH2:26][CH2:25][C:22]2[CH:23]=[CH:24][C:19]([CH3:1])=[CH:20][CH:21]=2)[CH2:30]1)[CH3:42] |f:0.1.2,3.4,10.11,^1:67,69,88,107|. Reaction conditions: time 10 minute. The reactants are Cc1c[nH]c2ccc(F)cc12, [H-], [Na+], CN(C)C=O. The product is Cc1cn(N)c2ccc(F)cc12. Reaction SMILES: [F:3][c:4]1[cH:5][c:6]2[c:7]([CH3:13])[cH:8][nH:9][c:10]2[cH:11][cH:12]1.[H-:2].[Na+:1].[O:14]=[CH:15][N:16]([CH3:17])[CH3:18]>>[F:3][c:4]1[cH:5][c:6]2[c:7]([CH3:13])[cH:8][n:9]([NH2:16])[c:10]2[cH:11][cH:12]1. The reactants are N(=[N+]=[N-])[C@H](C(=O)O)[C@@H](C1=CC(=C(C=C1)F)F)C1=CC=C(C=C1)C#N ((2S,3R)-2-Azido-3-(4-cyanophenyl)-3-(3,4-difluorophenyl)propanoic acid), NC1=C(CC[C@@H]2CN([C@@H](CO2)COC(NCC(F)(F)F)=O)C(=O)OC(C)(C)C)C(=CC=C1)F ((2R,5S)-tert-butyl 2-(2-amino-6-fluorophenethyl)-5-((((2,2,2-trifluoroethyl)carbamoyl)oxy)methyl)morpholine-4-carboxylate). The product is C(#N)C1=CC=C(C=C1)[C@@H]([C@H](N)C(=O)NC1=C(C(=CC=C1)F)CC[C@@H]1CN[C@@H](CO1)COC(NCC(F)(F)F)=O)C1=CC(=C(C=C1)F)F ((βR)-β-(4-Cyanophenyl)-3,4-difluoro-N-(3-fluoro-2-{2-[(2R,5S)-5-({[(2,2,2-trifluoroethyl)carbamoyl]oxy}methyl)morpholin-2-yl]ethyl}phenyl)-L-phenylalaninamide). As a reaction SMILES: [N:1]([C@@H:4]([C@H:8]([C:17]1[CH:22]=[CH:21][C:20]([C:23]#[N:24])=[CH:19][CH:18]=1)[C:9]1[CH:14]=[CH:13][C:12]([F:15])=[C:11]([F:16])[CH:10]=1)[C:5](O)=[O:6])=[N+]=[N-].[NH2:25][C:26]1[CH:56]=[CH:55][CH:54]=[C:53]([F:57])[C:27]=1[CH2:28][CH2:29][C@H:30]1[O:35][CH2:34][C@@H:33]([CH2:36][O:37][C:38](=[O:45])[NH:39][CH2:40][C:41]([F:44])([F:43])[F:42])[N:32](C(OC(C)(C)C)=O)[CH2:31]1>>[C:23]([C:20]1[CH:21]=[CH:22][C:17]([C@H:8]([C:9]2[CH:14]=[CH:13][C:12]([F:15])=[C:11]([F:16])[CH:10]=2)[C@@H:4]([C:5]([NH:25][C:26]2[CH:56]=[CH:55][CH:54]=[C:53]([F:57])[C:27]=2[CH2:28][CH2:29][C@H:30]2[O:35][CH2:34][C@@H:33]([CH2:36][O:37][C:38](=[O:45])[NH:39][CH2:40][C:41]([F:44])([F:43])[F:42])[NH:32][CH2:31]2)=[O:6])[NH2:1])=[CH:18][CH:19]=1)#[N:24]. Procedure details: The title compound was prepared from the product of step 1 and the product of step 4 of Example 99 using the procedures given in steps 2-4 of Example 93. MS (ES) m/z=664 (M+H)+.